From a dataset of the Open Reaction Database (ORD), a public repository of structured organic reaction records. describe an organic reaction: reactants, conditions, products, and yield Reactants: CO, Cl, CC(=O)SC1CC(C(N)=O)N(C(=O)OCc2ccc([N+](=O)[O-])cc2)C1, [Na+], [OH-]. The product is NC(=O)C1CC(S)CN1C(=O)OCc1ccc([N+](=O)[O-])cc1. As a reaction SMILES: [CH3:29][OH:30].[ClH:28].[N+:1](=[O:2])([O-:3])[c:4]1[cH:5][cH:6][c:7]([CH2:8][O:9][C:10](=[O:11])[N:12]2[CH:13]([C:21]([NH2:22])=[O:23])[CH2:14][CH:15]([S:17][C:18](=[O:19])[CH3:20])[CH2:16]2)[cH:24][cH:25]1.[Na+:27].[OH-:26]>>[N+:1](=[O:2])([O-:3])[c:4]1[cH:5][cH:6][c:7]([CH2:8][O:9][C:10](=[O:11])[N:12]2[CH:13]([C:21]([NH2:22])=[O:23])[CH2:14][CH:15]([SH:17])[CH2:16]2)[cH:24][cH:25]1. Starting materials: [Sb](Cl)(Cl)(Cl)(Cl)Cl (antimony pentachloride), BrC=1C=C(C(=O)Cl)C=C(C1)Br (3,5-dibromobenzoyl chloride), ClC=1C=C(C=C(C1)C1=CC=CC=C1)C#N (5-chlorobiphenyl-3-carbonitrile), resultant mixture, N (ammonia). Run in ClC1=CC=CC=C1 (chlorobenzene). Conditions: temperature 0 celsius, time 3 hour. Yields the product ClC=1C=C(C=C(C1)C1=CC=CC=C1)C1=NC(=NC(=N1)C=1C=C(C=C(C1)Cl)C1=CC=CC=C1)C1=CC(=CC(=C1)Br)Br (4,6-bis(5-chlorobiphenyl-3-yl)-2-(3,5-dibromophenyl)-1,3,5-triazine), powder. Yield: 9.0%. As a reaction SMILES: [Br:1][C:2]1[CH:3]=[C:4]([CH:8]=[C:9]([Br:11])[CH:10]=1)[C:5](Cl)=O.[Cl:12][C:13]1[CH:14]=[C:15]([C:25]#[N:26])[CH:16]=[C:17]([C:19]2[CH:24]=[CH:23][CH:22]=[CH:21][CH:20]=2)[CH:18]=1.[Sb](Cl)(Cl)(Cl)(Cl)Cl.[NH3:33]>ClC1C=CC=CC=1>[Cl:12][C:13]1[CH:14]=[C:15]([C:25]2[N:26]=[C:25]([C:15]3[CH:16]=[C:17]([C:19]4[CH:20]=[CH:21][CH:22]=[CH:23][CH:24]=4)[CH:18]=[C:13]([Cl:12])[CH:14]=3)[N:33]=[C:5]([C:4]3[CH:3]=[C:2]([Br:1])[CH:10]=[C:9]([Br:11])[CH:8]=3)[N:26]=2)[CH:16]=[C:17]([C:19]2[CH:24]=[CH:23][CH:22]=[CH:21][CH:20]=2)[CH:18]=1. Procedure: In a stream of argon, a 300 ml three-necked flask equipped with a reflux condenser was charged with 3,5-dibromobenzoyl chloride (10.5 g) and 5-chlorobiphenyl-3-carbonitrile (15.0 g), and then chlorobenzene (100 mL) was added to the content. The thus-obtained solution was cooled to 0° C., and antimony pentachloride (10.5 g) was dropwise added thereto. The resultant mixture was stirred at room temperature for 20 minutes and then refluxed at 100° C. for 2.5 hours. The thus-obtained red-colored solu... The reactants are NC1=C(C=CC(=N1)N1C[C@@H](OCC1)C(=O)N1CCCC1)[N+](=O)[O-] ((R)-(4-(6-amino-5-nitropyridin-2-yl)morpholin-2-yl)(pyrrolidin-1-yl)methanone), C1(CC1)C1=CC=CC(=N1)C=O (6-cyclopropylpicolinaldehyde). Product: C1(CC1)C1=CC=CC(=N1)C1=NC=2C(=NC(=CC2)N2C[C@@H](OCC2)C(=O)N2CCCC2)N1 ((R)-(4-(2-(6-Cyclopropylpyridin-2-yl)-3H-imidazo[4,5-b]pyridin-5-yl)morpholin-2-yl)(pyrrolidin-1-yl)methanone). Reaction SMILES: [NH2:1][C:2]1[N:7]=[C:6]([N:8]2[CH2:13][CH2:12][O:11][C@@H:10]([C:14]([N:16]3[CH2:20][CH2:19][CH2:18][CH2:17]3)=[O:15])[CH2:9]2)[CH:5]=[CH:4][C:3]=1[N+:21]([O-])=O.[CH:24]1([C:27]2[N:32]=[C:31]([CH:33]=O)[CH:30]=[CH:29][CH:28]=2)[CH2:26][CH2:25]1>>[CH:24]1([C:27]2[N:32]=[C:31]([C:33]3[NH:1][C:2]4=[N:7][C:6]([N:8]5[CH2:13][CH2:12][O:11][C@@H:10]([C:14]([N:16]6[CH2:20][CH2:19][CH2:18][CH2:17]6)=[O:15])[CH2:9]5)=[CH:5][CH:4]=[C:3]4[N:21]=3)[CH:30]=[CH:29][CH:28]=2)[CH2:26][CH2:25]1. Reported procedure: The title compound was prepared by a method analogous to the one used for Example 112, but using Intermediate 31 and 6-cyclopropylpicolinaldehyde. MS (ES+) (M+H) 418.9; LCMS retention time 2.411 (Method G). Reactants: O[Li].O (LiOH.H2O), C(C)(C)(C)OC(=O)N[C@@H]1CN(CC1)C1=CC=C(C(=O)OC)C=C1 ((S)-Methyl 4-(3-(tert-butoxycarbonylamino)pyrrolidin-1-yl)benzoate), Cl (HCl). The solvent is C1CCOC1 (THF), CO (MeOH), O (water), O (water). Reaction conditions: time 22 hour. The product is C(C)(C)(C)OC(=O)N[C@@H]1CN(CC1)C1=CC=C(C(=O)O)C=C1 ((S)-4-(3-(tert-Butoxycarbonylamino)pyrrolidin-1-yl)benzoic acid). Yield: 93.7%. Reaction SMILES: O[Li].O.[C:4]([O:8][C:9]([NH:11][C@H:12]1[CH2:16][CH2:15][N:14]([C:17]2[CH:26]=[CH:25][C:20]([C:21]([O:23]C)=[O:22])=[CH:19][CH:18]=2)[CH2:13]1)=[O:10])([CH3:7])([CH3:6])[CH3:5].Cl>C1COCC1.CO.O>[C:4]([O:8][C:9]([NH:11][C@H:12]1[CH2:16][CH2:15][N:14]([C:17]2[CH:18]=[CH:19][C:20]([C:21]([OH:23])=[O:22])=[CH:25][CH:26]=2)[CH2:13]1)=[O:10])([CH3:7])([CH3:5])[CH3:6] |f:0.1|. Procedure details: LiOH.H2O (1.14 g, 27.26 mmol) and water (5 mL) was added to a solution of 324 (4.36 g, 13.62 mmol) in THF (15 mL) and MeOH (15 mL). The reaction mixture was stirred at room temperature for 22 h, diluted with water and acidified with HCl (pH 4-5). The precipitate obtained was collected by filtration and rinsed with water to give the title compound 325 (3.91 g, 94% yield) as a white solid. The reactants are O=C(Cl)c1ccc(Br)cc1, CC1(C)OC(=O)c2ccc(NCCCC3CCCC3)cc2O1, c1ccncc1. Product: CC1(C)OC(=O)c2ccc(N(CCCC3CCCC3)C(=O)c3ccc(Br)cc3)cc2O1. As a reaction SMILES: [Br:23][c:24]1[cH:25][cH:26][c:27]([C:28](=[O:29])[Cl:30])[cH:31][cH:32]1.[CH:1]1([CH2:6][CH2:7][CH2:8][NH:9][c:10]2[cH:11][cH:12][c:13]3[c:14]([cH:22]2)[O:15][C:16]([CH3:20])([CH3:21])[O:17][C:18]3=[O:19])[CH2:2][CH2:3][CH2:4][CH2:5]1.[cH:33]1[cH:34][cH:35][n:36][cH:37][cH:38]1>>[CH:1]1([CH2:6][CH2:7][CH2:8][N:9]([c:10]2[cH:11][cH:12][c:13]3[c:14]([cH:22]2)[O:15][C:16]([CH3:20])([CH3:21])[O:17][C:18]3=[O:19])[C:28]([c:27]2[cH:26][cH:25][c:24]([Br:23])[cH:32][cH:31]2)=[O:29])[CH2:2][CH2:3][CH2:4][CH2:5]1. The reactants are [OH-].OC1=C(SC=2C3=[N+](C=CC21)C=CS3)C3=CC=CC=C3 (7-hydroxy-8-phenylthiazolo[3,2-a]thieno[2,3-c]pyridinium hydroxide), COCCNC(C#C)=O (N-(2-methoxyethyl)-2-propynamide), C1(=CC=CC=C1)C (toluene). The product is COCCNC(=O)C=1C=C(C(N2C=CC3=C(C12)SC=C3)=O)C3=CC=CC=C3 (N-(2-methoxyethyl)-7-oxo-8-phenyl-7H-thieno[2,3-a]quinolizine-10-carboxamide). Reaction SMILES: [OH-:1].O[C:3]1[C:11]2[CH:10]=[CH:9][N+:8]3[CH:12]=[CH:13]S[C:7]=3[C:6]=2[S:5][C:4]=1C1C=CC=CC=1.[CH3:21][O:22][CH2:23][CH2:24][NH:25][C:26](=[O:29])[C:27]#[CH:28].[C:30]1(C)[CH:35]=[CH:34][CH:33]=[CH:32][CH:31]=1>>[CH3:21][O:22][CH2:23][CH2:24][NH:25][C:26]([C:27]1[CH:28]=[C:13]([C:30]2[CH:35]=[CH:34][CH:33]=[CH:32][CH:31]=2)[C:12](=[O:1])[N:8]2[C:7]=1[C:6]1[S:5][CH:4]=[CH:3][C:11]=1[CH:10]=[CH:9]2)=[O:29] |f:0.1|. Procedure: 70.8 mg of 7-hydroxy-8-phenylthiazolo[3,2-a]thieno[2,3-c]pyridinium hydroxide (internal salt) and 38.2 ml of N-(2-methoxyethyl)-2-propynamide were heated for a long time in toluene under argon. The solvent was removed in vacuo and the residue was chromatographed on silica gel. After recrystallization from ethyl acetate, there was obtained N-(2-methoxyethyl)-7-oxo-8-phenyl-7H-thieno[2,3-a]quinolizine-10-carboxamide as yellow crystals of m.p. 201°-202°. Reactants: BrCC1=CC=2N=C(N=C(C2S1)N1CCOCC1)Cl (6-(Bromomethyl)-2-chloro-4-morpholinothieno[3,2-d]pyrimidine), N1C=NC=C1 (imidazole), C(=O)([O-])[O-].[K+].[K+] (K2CO3), CN(C)C=O (DMF). Reaction conditions: time 8 hour. Product: N1(C=NC=C1)CC1=CC=2N=C(N=C(C2S1)N1CCOCC1)C1=C2C=NNC2=CC=C1 (6-((1H-imidazol-1-yl)methyl)-2-(1H-indazol-4-yl)-4-morpholinothieno[3,2-d]pyrimidine). As a reaction SMILES: Br[CH2:2][C:3]1[S:11][C:10]2[C:9]([N:12]3[CH2:17][CH2:16][O:15][CH2:14][CH2:13]3)=[N:8][C:7](Cl)=[N:6][C:5]=2[CH:4]=1.[NH:19]1[CH:23]=[CH:22][N:21]=[CH:20]1.C([O-])([O-])=O.[K+].[K+].C[N:31]([CH:33]=O)C>>[N:19]1([CH2:2][C:3]2[S:11][C:10]3[C:9]([N:12]4[CH2:17][CH2:16][O:15][CH2:14][CH2:13]4)=[N:8][C:7]([C:5]4[CH:4]=[CH:3][CH:2]=[C:33]5[C:10]=4[CH:9]=[N:8][NH:31]5)=[N:6][C:5]=3[CH:4]=2)[CH:23]=[CH:22][N:21]=[CH:20]1 |f:2.3.4|. Procedure: To a solution of 6-(bromomethyl)-2-chloro-4-morpholinothieno[3,2-d]pyrimidine 30 from Example 9 (90 mg, 0.3 mmol) in DMF (3 mL) was added imidazole (18 mg, 0.3 mmol) and K2CO3 (50 mg, 0.4 mmol). The resulting solution stirred at room temperature overnight then was concentrated in vacuo. The residue was diluted with water and filtered. The crude product was utilized in a Suzuki coupling using General Procedure A with 4-(4,4,5,5-tetramethyl-1,3,2-dioxaborolan-2-yl)-1H-indazole 7 to provide 312 aft... The reactants are Cc1ccc(N)cc1, [Na+], [Na+], O=C([O-])[O-], O, O=[N+]([O-])O, O=S(=O)(O)O. Yields the product Cc1ccc(N)cc1[N+](=O)[O-]. As a reaction SMILES: [NH2:1][c:2]1[cH:3][cH:4][c:5]([CH3:8])[cH:6][cH:7]1.[Na+:18].[Na+:19].[O-:20][C:21](=[O:22])[O-:23].[OH2:24].[OH:14][N+:15]([O-:16])=[O:17].[S:9](=[O:10])(=[O:11])([OH:12])[OH:13]>>[NH2:1][c:2]1[cH:3][c:4]([N+:15](=[O:14])[O-:16])[c:5]([CH3:8])[cH:6][cH:7]1. Starting materials: Cl (HCl), C(=O)O (formic acid), NC1=C(C=C(C=C1)C)NC (1-amino-4-methyl-2-(N-methylamino)benzene). Yields the product CN1C=NC2=C1C=C(C=C2)C (1,6-dimethylbenzimidazole). The yield is 57.0%. RXN SMILES: [NH2:1][C:2]1[CH:7]=[CH:6][C:5]([CH3:8])=[CH:4][C:3]=1[NH:9][CH3:10].Cl.[CH:12](O)=O>>[CH3:10][N:9]1[C:3]2[CH:4]=[C:5]([CH3:8])[CH:6]=[CH:7][C:2]=2[N:1]=[CH:12]1. Procedure details: A mixture of 6.60 g of 1-amino-4-methyl-2-(N-methylamino)benzene and a solution of 3.5 ml of formic acid in 50 ml of a 4N HCl was stirred at 100° C. for 3.5 hours. The reaction solution was concentrated under reduced pressure and water was added to the residue. After washing with ethyl acetate, the aqueous phase was rendered alkaline with aqueous potassium carbonate followed by extraction with chloroform. The chloroform layer was washed with saturated sodium chloride solution, dried over anhydro...